From a dataset of the Open Reaction Database (ORD), a public repository of structured organic reaction records. describe an organic reaction: reactants, conditions, products, and yield The reactants are ClCCCl, C[Si](C)(C)CCOCn1cc(C(=O)O)c2nc(C3CC3)cnc21, CCN(C(C)C)C(C)C, Cl, CC(C)(C)C(N)C(=O)N1CCCC1, CN(C)C=O, On1nnc2ccccc21. The product is CC(C)(C)C(NC(=O)c1cn(COCC[Si](C)(C)C)c2ncc(C3CC3)nc12)C(=O)N1CCCC1. As a reaction SMILES: [CH2:48]([Cl:49])[CH2:50][Cl:51].[CH:1]1([c:4]2[n:5][c:6]3[c:7]([n:8][cH:9]2)[n:10]([CH2:16][O:17][CH2:18][CH2:19][Si:20]([CH3:21])([CH3:22])[CH3:23])[cH:11][c:12]3[C:13](=[O:14])[OH:15])[CH2:2][CH2:3]1.[CH:52]([N:53]([CH2:54][CH3:55])[CH:56]([CH3:57])[CH3:58])([CH3:59])[CH3:60].[ClH:24].[NH2:25][CH:26]([C:27](=[O:28])[N:29]1[CH2:30][CH2:31][CH2:32][CH2:33]1)[C:34]([CH3:35])([CH3:36])[CH3:37].[O:61]=[CH:62][N:63]([CH3:64])[CH3:65].[OH:38][n:39]1[c:40]2[c:41]([cH:42][cH:43][cH:44][cH:45]2)[n:46][n:47]1>>[CH:1]1([c:4]2[n:5][c:6]3[c:7]([n:8][cH:9]2)[n:10]([CH2:16][O:17][CH2:18][CH2:19][Si:20]([CH3:21])([CH3:22])[CH3:23])[cH:11][c:12]3[C:13](=[O:15])[NH:25][CH:26]([C:27](=[O:28])[N:29]2[CH2:30][CH2:31][CH2:32][CH2:33]2)[C:34]([CH3:35])([CH3:36])[CH3:37])[CH2:2][CH2:3]1. Reactants: N(N)=CC1=C(C=CC=C1)N(S(=O)(=O)C1=CC=C(C=C1)C(F)(F)F)C (N-{2-[hydrazonomethyl]phenyl}-N-methyl-4-(trifluoromethyl)benzenesulfonamide), COC=1C=C(C=CC1OC)CC(=O)O ((3,4-dimethoxyphenyl)acetic acid), Cl.C(C)N=C=NCCCN(C)C (1-ethyl-3-(3-dimethylaminopropyl)carbodiimide hydrochloride). Reagents/catalysts: CN(C1=CC=NC=C1)C (4-dimethylaminopyridine). The solvent is CN(C(C)=O)C (N,N-dimethylacetamide). Reaction conditions: time 18 hour. Yields the product COC=1C=C(C=CC1OC)CC(=O)N\N=C\C1=C(C=CC=C1)N(S(=O)(=O)C1=CC=C(C=C1)C(F)(F)F)C (N-[2-((E)-{[(3,4dimethoxyphenyl)acetyl]hydrazono}methyl)phenyl]-N-methyl-4-(trifluoromethyl)benzenesulfonamide). Isolated yield 58.0%. Reaction SMILES: [CH3:1][O:2][C:3]1[CH:4]=[C:5]([CH2:11][C:12]([OH:14])=O)[CH:6]=[CH:7][C:8]=1[O:9][CH3:10].[N:15](=[CH:17][C:18]1[CH:23]=[CH:22][CH:21]=[CH:20][C:19]=1[N:24]([CH3:38])[S:25]([C:28]1[CH:33]=[CH:32][C:31]([C:34]([F:37])([F:36])[F:35])=[CH:30][CH:29]=1)(=[O:27])=[O:26])[NH2:16].Cl.C(N=C=NCCCN(C)C)C>CN(C)C1C=CN=CC=1.CN(C)C(=O)C>[CH3:1][O:2][C:3]1[CH:4]=[C:5]([CH2:11][C:12]([NH:16]/[N:15]=[CH:17]/[C:18]2[CH:23]=[CH:22][CH:21]=[CH:20][C:19]=2[N:24]([CH3:38])[S:25]([C:28]2[CH:33]=[CH:32][C:31]([C:34]([F:35])([F:36])[F:37])=[CH:30][CH:29]=2)(=[O:27])=[O:26])=[O:14])[CH:6]=[CH:7][C:8]=1[O:9][CH3:10] |f:2.3|. Procedure details: A flask is charged with (3,4-dimethoxyphenyl)acetic acid (0.34 mmol), 4-dimethylaminopyridine (0.66 mmol), a solution of N-{2-[hydrazonomethyl]phenyl}-N-methyl-4-(trifluoromethyl)benzenesulfonamide (0.33 mmol) in N,N-dimethylacetamide (1 mL), and 1-ethyl-3-(3-dimethylaminopropyl)carbodiimide hydrochloride (0.33 mmol). The reaction is stirred at room temperature for 18 hours. The reaction is worked up by evaporating the reaction mixture. The product is purified on silica gel with ethyl acetate-me...